Dataset: the Open Reaction Database (ORD), a public repository of structured organic reaction records. Task: describe an organic reaction: reactants, conditions, products, and yield Reactants: [OH-].[Na+] (Sodium hydroxide), CC=1C=C(C=C(C1)NC1=NC=CC=N1)C=1C=NN(C1)C1CC(C1)C(=O)OC (methyl 3-(4-(3-methyl-5-(pyrimidin-2-ylamino)phenyl)-1H-pyrazol-1-yl)cyclobutanecarboxylate), Cl (hydrochloric acid). The solvent is CO (methanol), O (water), C(C)(=O)OCC (ethyl acetate), [Cl-].[Na+].O (brine). Reaction conditions: temperature 50 celsius, time 1 hour. Product: CC=1C=C(C=C(C1)NC1=NC=CC=N1)C=1C=NN(C1)C1CC(C1)C(=O)O (3-(4-(3-methyl-5-(pyrimidin-2-ylamino)phenyl)-1H-pyrazol-1-yl)cyclobutanecarboxylic acid). Reaction SMILES: [OH-].[Na+].[CH3:3][C:4]1[CH:5]=[C:6]([C:17]2[CH:18]=[N:19][N:20]([CH:22]3[CH2:25][CH:24]([C:26]([O:28]C)=[O:27])[CH2:23]3)[CH:21]=2)[CH:7]=[C:8]([NH:10][C:11]2[N:16]=[CH:15][CH:14]=[CH:13][N:12]=2)[CH:9]=1.Cl>CO.O.C(OCC)(=O)C.[Cl-].[Na+].O>[CH3:3][C:4]1[CH:5]=[C:6]([C:17]2[CH:18]=[N:19][N:20]([CH:22]3[CH2:23][CH:24]([C:26]([OH:28])=[O:27])[CH2:25]3)[CH:21]=2)[CH:7]=[C:8]([NH:10][C:11]2[N:16]=[CH:15][CH:14]=[CH:13][N:12]=2)[CH:9]=1 |f:0.1,7.8.9|. Procedure details: Sodium hydroxide (1.0 M in water, 1.68 mL, 1.68 mmol) was added to a solution of methyl 3-(4-(3-methyl-5-(pyrimidin-2-ylamino)phenyl)-1H-pyrazol-1-yl)cyclobutanecarboxylate (Isomer 1) (203 mg, 0.559 mmol) in methanol (4.0 mL) and water (1.0 mL). The reaction mixture was heated to 50° C. and stirred for 1 hour. The reaction mixture was cooled to ambient temperature and diluted with hydrochloric acid (1.0 M in water, 1.68 mL, 1.68 mmol) while stirring. The resulting suspension was diluted with eth... Reactants: COc1ccc(-c2c(-c3ccccc3F)oc3ncnc(OC(C)CCCCC(=O)OC(C)(C)C)c23)cc1, Cl, C1COCCO1. Product: COc1ccc(-c2c(-c3ccccc3F)oc3ncnc(OC(C)CCCCC(=O)O)c23)cc1. RXN SMILES: [C:1]([CH3:2])([CH3:3])([CH3:4])[O:5][C:6]([CH2:7][CH2:8][CH2:9][CH2:10][CH:11]([CH3:12])[O:13][c:14]1[c:15]2[c:16]([n:17][cH:18][n:19]1)[o:20][c:21](-[c:31]1[c:32]([F:37])[cH:33][cH:34][cH:35][cH:36]1)[c:22]2-[c:23]1[cH:24][cH:25][c:26]([O:29][CH3:30])[cH:27][cH:28]1)=[O:38].[ClH:39].[O:40]1[CH2:41][CH2:42][O:43][CH2:44][CH2:45]1>>[O:5]=[C:6]([CH2:7][CH2:8][CH2:9][CH2:10][CH:11]([CH3:12])[O:13][c:14]1[c:15]2[c:16]([n:17][cH:18][n:19]1)[o:20][c:21](-[c:31]1[c:32]([F:37])[cH:33][cH:34][cH:35][cH:36]1)[c:22]2-[c:23]1[cH:24][cH:25][c:26]([O:29][CH3:30])[cH:27][cH:28]1)[OH:38]. Starting materials: O=C1CCN(CC1)C1=CC=C(C(=O)N)C=C1 (4-(4-oxo-piperidine-1-yl)-benzamide), NC[C@H](O)C=1C=CC(=C(C1)NS(=O)(=O)C)O (N-[5-((1R)-2-amino-1-hydroxy-ethyl)-2-hydroxy-phenyl]-methanesulfonamide). Yields the product O[C@@H](CNC1CCN(CC1)C1=CC=C(C(=O)N)C=C1)C1=CC(=C(C=C1)O)NS(=O)(=O)C (4-{4-[(2R)-2-Hydroxy-2-(4-hydroxy-3-methanesulfonylamino-phenyl)-ethylamino]-piperidine-1-yl}-benzamide). Reaction SMILES: O=[C:2]1[CH2:7][CH2:6][N:5]([C:8]2[CH:16]=[CH:15][C:11]([C:12]([NH2:14])=[O:13])=[CH:10][CH:9]=2)[CH2:4][CH2:3]1.[NH2:17][CH2:18][C@@H:19]([C:21]1[CH:22]=[CH:23][C:24]([OH:32])=[C:25]([NH:27][S:28]([CH3:31])(=[O:30])=[O:29])[CH:26]=1)[OH:20]>>[OH:20][C@H:19]([C:21]1[CH:22]=[CH:23][C:24]([OH:32])=[C:25]([NH:27][S:28]([CH3:31])(=[O:30])=[O:29])[CH:26]=1)[CH2:18][NH:17][CH:2]1[CH2:7][CH2:6][N:5]([C:8]2[CH:16]=[CH:15][C:11]([C:12]([NH2:14])=[O:13])=[CH:10][CH:9]=2)[CH2:4][CH2:3]1. Reported procedure: The title compound was prepared from 4-(4-oxo-piperidine-1-yl)-benzamide (which was obtained in Example 147) and N-[5-((1R)-2-amino-1-hydroxy-ethyl)-2-hydroxy-phenyl]-methanesulfonamide (which was obtained in Example 10) according to the procedure of Example 180 as a white solid; mp >75° C. (decomposed); 1H NMR (300 MHz, DMSO-d6) δ 1.2-1.40 (m, 2H), 1.70-1.90 (m, 2H), 2.55-2.95 (m, 5H), 2.97 (s, 3H), 3.70-3.85 (m, 2H), 4.48 (dd, J=8.0, 4.3 Hz, 1H), 6.81 (d, J=8.2 Hz, 1H), 6.91 (d, J=9.0 Hz, 2H),... The reactants are O=C(O)CC(O)(CC(=O)O)C(=O)O, CC(C)C[Al+]CC(C)C, COc1ccccc1C1(C)OCCCO1, Cc1ccccc1, [H-], O, O. The product is COc1ccccc1C(C)OCCCO. As a reaction SMILES: [C:27]([OH:28])(=[O:29])[CH2:30][C:31]([CH2:32][C:33]([OH:34])=[O:35])([C:36]([OH:37])=[O:38])[OH:39].[CH2:17]([Al+:18][CH2:19][CH:20]([CH3:21])[CH3:22])[CH:23]([CH3:24])[CH3:25].[CH3:1][O:2][c:3]1[c:4]([C:9]2([CH3:15])[O:10][CH2:11][CH2:12][CH2:13][O:14]2)[cH:5][cH:6][cH:7][cH:8]1.[CH3:40][c:41]1[cH:42][cH:43][cH:44][cH:45][cH:46]1.[H-:16].[OH2:26].[OH2:47]>>[CH3:1][O:2][c:3]1[c:4]([CH:9]([O:10][CH2:11][CH2:12][CH2:13][OH:14])[CH3:15])[cH:5][cH:6][cH:7][cH:8]1. The reactants are C1CCOC1, O=C(Cl)c1c(F)c(F)c(F)c(F)c1F, Sc1ccccn1. Yields the product O=C(Sc1ccccn1)c1c(F)c(F)c(F)c(F)c1F. As a reaction SMILES: [CH2:22]1[O:23][CH2:24][CH2:25][CH2:26]1.[F:1][c:2]1[c:3]([F:4])[c:5]([F:6])[c:7]([C:8]([Cl:9])=[O:10])[c:11]([F:12])[c:13]1[F:14].[SH:15][c:16]1[n:17][cH:18][cH:19][cH:20][cH:21]1>>[F:1][c:2]1[c:3]([F:4])[c:5]([F:6])[c:7]([C:8](=[O:10])[S:15][c:16]2[n:17][cH:18][cH:19][cH:20][cH:21]2)[c:11]([F:12])[c:13]1[F:14]. Reactants: Br.CC1(C=2C=CC(=CC2C(CC1)(C)C)C=1N=C(SC1)N1CCC(CC1)N)C (1-[4-(5,5,8,8-tetramethyl-5,6,7,8-tetrahydronaphthalen-2-yl)thiazol-2-yl]piperidin-4-ylamine hydrobromide), Cl (hydrochloride), CC1(OC[C@@H](O1)C=O)C ((R)-2,2-dimethyl-1,3-dioxolane-4-carbaldehyde), Cl.CO (HCl methanol). Product: CC1(C=2C=CC(=CC2C(CC1)(C)C)C=1N=C(SC1)N1CCC(CC1)NC[C@@H](CO)O)C ((S)-3-{1-[4-(5,5,8,8-Tetramethyl-5,6,7,8-tetrahydronaphthalen-2-yl)thiazol-2-yl]piperidin-4-ylamino}propane-1,2-diol). As a reaction SMILES: Br.[CH3:2][C:3]1([CH3:27])[CH2:12][CH2:11][C:10]([CH3:14])([CH3:13])[C:9]2[CH:8]=[C:7]([C:15]3[N:16]=[C:17]([N:20]4[CH2:25][CH2:24][CH:23]([NH2:26])[CH2:22][CH2:21]4)[S:18][CH:19]=3)[CH:6]=[CH:5][C:4]1=2.CC1(C)[O:33][C@@H:32]([CH:34]=O)[CH2:31][O:30]1.Cl.CO.Cl>>[CH3:2][C:3]1([CH3:27])[CH2:12][CH2:11][C:10]([CH3:13])([CH3:14])[C:9]2[CH:8]=[C:7]([C:15]3[N:16]=[C:17]([N:20]4[CH2:25][CH2:24][CH:23]([NH:26][CH2:34][C@H:32]([OH:33])[CH2:31][OH:30])[CH2:22][CH2:21]4)[S:18][CH:19]=3)[CH:6]=[CH:5][C:4]1=2 |f:0.1,3.4|. Reported procedure: The preparation is carried out starting from 1-[4-(5,5,8,8-tetramethyl-5,6,7,8-tetrahydronaphthalen-2-yl)thiazol-2-yl]piperidin-4-ylamine hydrobromide and (R)-2,2-dimethyl-1,3-dioxolane-4-carbaldehyde. The protecting group is cleaved off as described by means of a 1.25 N HCl/methanol solution. The product was converted into the hydrochloride. Reactants: CC(=O)Oc1ccc(C(=O)O)cc1, CN(C)C1CCN(c2ccc(N)cc2)C1. The product is CC(=O)Oc1ccc(C(=O)Nc2ccc(N3CCC(N(C)C)C3)cc2)cc1. Reaction SMILES: [C:1]([CH3:2])(=[O:3])[O:4][c:5]1[cH:6][cH:7][c:8]([C:9](=[O:10])[OH:11])[cH:12][cH:13]1.[NH2:14][c:15]1[cH:16][cH:17][c:18]([N:21]2[CH2:22][CH:23]([N:26]([CH3:27])[CH3:28])[CH2:24][CH2:25]2)[cH:19][cH:20]1>>[C:1]([CH3:2])(=[O:3])[O:4][c:5]1[cH:6][cH:7][c:8]([C:9](=[O:11])[NH:14][c:15]2[cH:16][cH:17][c:18]([N:21]3[CH2:22][CH:23]([N:26]([CH3:27])[CH3:28])[CH2:24][CH2:25]3)[cH:19][cH:20]2)[cH:12][cH:13]1. The reactants are COC(C(=O)C1=CC(=C(C=C1)S(=O)(=O)C)Cl)=O ((3-Chloro-4-methanesulfonyl-phenyl)-oxo-acetic acid methyl ester), Cl.C1(CCCCC1)ON (O-Cyclohexyl-hydroxylamine hydrochloride). Solvent: CO (methanol). Run at temperature 70 celsius, time 2 hour. The product is COC(/C(=N/OC1CCCCC1)/C1=CC(=C(C=C1)S(=O)(=O)C)Cl)=O ((E)-(3-chloro-4-methanesulfonyl-phenyl)-cyclohexyloxyimino-acetic acid methyl ester). Yield: 34.0%. As a reaction SMILES: [CH3:1][O:2][C:3](=[O:17])[C:4]([C:6]1[CH:11]=[CH:10][C:9]([S:12]([CH3:15])(=[O:14])=[O:13])=[C:8]([Cl:16])[CH:7]=1)=O.Cl.[CH:19]1([O:25][NH2:26])[CH2:24][CH2:23][CH2:22][CH2:21][CH2:20]1>CO>[CH3:1][O:2][C:3](=[O:17])/[C:4](/[C:6]1[CH:11]=[CH:10][C:9]([S:12]([CH3:15])(=[O:14])=[O:13])=[C:8]([Cl:16])[CH:7]=1)=[N:26]/[O:25][CH:19]1[CH2:24][CH2:23][CH2:22][CH2:21][CH2:20]1 |f:1.2|. Procedure: (3-Chloro-4-methanesulfonyl-phenyl)-oxo-acetic acid methyl ester (prepared as in Example 1, 1.2 g, 4.34 mmol) was stirred in methanol (9 mL) and warmed in a 70° C. oil bath. O-Cyclohexyl-hydroxylamine hydrochloride (0.811 g, 5.43 mmol) was added. After 2 h, the reaction mixture was allowed to cool and concentrated in vacuo. Purification by flash column chromatography (Merck silica gel 60, 40-63 μm; 20% ethyl acetate/hexanes to 50% ethyl acetate/hexanes) afforded (E)-(3-chloro-4-methanesulfonyl-p... Reactants: solution, C(#N)[BH3-].[Na+] (sodium cyanoborohydride), C1CCOC1 (THF), C1(CCCCC1)C=1C=2C=CC(=CC2N2C1C1=C(C=C(C2)C(=O)N2CC34COCC3(C2)CNC4)C=C(C=C1)OC)C(=O)NS(N(C)C)(=O)=O (13-cyclohexyl-N-(dimethylsulfamoyl)-3-methoxy-6-(3-oxa-7,10-diazatricyclo[3.3.3.01,5]undec-7-ylcarbonyl)-7H-indolo[2,1-a][2]benzazepine-10-carboxamide), C=O (formaldehyde). Procedure details: A 1M solution of sodium cyanoborohydride in THF (0.15 mL, 0.15 mmol) was added to a solution of 13-cyclohexyl-N-(dimethylsulfamoyl)-3-methoxy-6-(3-oxa-7,10-diazatricyclo[3.3.3.01,5]undec-7-ylcarbonyl)-7H-indolo[2,1-a][2]benzazepine-10-carboxamide (Example 20) (10 mg, 0.015 mmol) and formaldehyde (37 wt. % in water) (0.01 mL, 0.1 mmol) in MeOH (1 mL) and the mixture was stirred at rt for 16 h. The reaction was filtered and purified by preparative HPLC (H2O-MeOH with 0.1% TFA buffer) to yield prod... Conditions: time 16 hour. The product is C1(CCCCC1)C=1C=2C=CC(=CC2N2C1C1=C(C=C(C2)C(=O)N2CC34COCC3(C2)CN(C4)C)C=C(C=C1)OC)C(=O)NS(N(C)C)(=O)=O (13-cyclohexyl-N-(dimethylsulfamoyl)-3-methoxy-6-((10-methyl-3-oxa-7,10-diazatricyclo[3.3.3.01,5]undec-7-yl)carbonyl)-7H-indolo[2,1-a][2]benzazepine-10-carboxamide). Reaction SMILES: [C:1]([BH3-])#N.[Na+].C1COCC1.[CH:10]1([C:16]2[C:17]3[CH:18]=[CH:19][C:20]([C:49]([NH:51][S:52](=[O:57])(=[O:56])[N:53]([CH3:55])[CH3:54])=[O:50])=[CH:21][C:22]=3[N:23]3[CH2:29][C:28]([C:30]([N:32]4[CH2:39][C:38]56[CH2:40][NH:41][CH2:42][C:34]5([CH2:35][O:36][CH2:37]6)[CH2:33]4)=[O:31])=[CH:27][C:26]4[CH:43]=[C:44]([O:47][CH3:48])[CH:45]=[CH:46][C:25]=4[C:24]=23)[CH2:15][CH2:14][CH2:13][CH2:12][CH2:11]1.C=O>CO>[CH:10]1([C:16]2[C:17]3[CH:18]=[CH:19][C:20]([C:49]([NH:51][S:52](=[O:56])(=[O:57])[N:53]([CH3:54])[CH3:55])=[O:50])=[CH:21][C:22]=3[N:23]3[CH2:29][C:28]([C:30]([N:32]4[CH2:39][C:38]56[CH2:40][N:41]([CH3:1])[CH2:42][C:34]5([CH2:35][O:36][CH2:37]6)[CH2:33]4)=[O:31])=[CH:27][C:26]4[CH:43]=[C:44]([O:47][CH3:48])[CH:45]=[CH:46][C:25]=4[C:24]=23)[CH2:15][CH2:14][CH2:13][CH2:12][CH2:11]1 |f:0.1|. The solvent is CO (MeOH). Isolated yield 68.0%. Reactants: B.CSC (borane dimethylsulfide), O=C1C=2N(C=C3C(N1)=CCS3)C=CC2 (5-oxo-4,5-dihydropyrrolo[1,2-a]thieno[3,2-e][1,4]diazepine), CO (methanol). Solvent: O1CCCC1 (tetrahydrofuran), O1CCCC1 (tetrahydrofuran). The product is S1C=CC=2NCC=3N(CC21)C=CC3 (4,10-Dihydro-5H-pyrrolo[1,2-a]thieno[3,2-e][1,4]diazepine). RXN SMILES: O=[C:2]1[NH:8][C:7]2=[CH:9][CH2:10][S:11][C:6]2=[CH:5][N:4]2[CH:12]=[CH:13][CH:14]=[C:3]12.B.CSC.CO>O1CCCC1>[S:11]1[C:6]2[CH2:5][N:4]3[CH:12]=[CH:13][CH:14]=[C:3]3[CH2:2][NH:8][C:7]=2[CH:9]=[CH:10]1 |f:1.2|. Reported procedure: To a suspension of 7.0 g of 5-oxo-4,5-dihydropyrrolo[1,2-a]thieno[3,2-e][1,4]diazepine in 25 ml of anhydrous tetrahydrofuran is added 9 ml of 10M borane-dimethylsulfide in tetrahydrofuran. The mixture is refluxed for 6 hours. The solution is cooled to room temperature and 25 ml of methanol added dropwise. The volatiles are removed under vacuum. To the residue is added 100 ml of 2N NaOH. The mixture is refluxed 5 hours and filtered. The solid is extracted with dichloromethane and the extract is w...